This data is from the Open Reaction Database (ORD), a public repository of structured organic reaction records. The task is: describe an organic reaction: reactants, conditions, products, and yield Reactants: COc1ccc2cc(-n3c(C)nnc3C)cc(C)c2n1, Cl, [Na+], [Na+], O=C([O-])[O-]. The product is Cc1cc(-n2c(C)nnc2C)cc2ccc(=O)[nH]c12. As a reaction SMILES: [CH3:1][c:2]1[n:3][n:4][c:5]([CH3:20])[n:6]1-[c:7]1[cH:8][c:9]2[cH:10][cH:11][c:12]([O:18][CH3:19])[n:13][c:14]2[c:15]([CH3:17])[cH:16]1.[ClH:27].[Na+:21].[Na+:22].[O-:23][C:24](=[O:25])[O-:26]>>[CH3:1][c:2]1[n:3][n:4][c:5]([CH3:20])[n:6]1-[c:7]1[cH:8][c:9]2[cH:10][cH:11][c:12](=[O:18])[nH:13][c:14]2[c:15]([CH3:17])[cH:16]1. Starting materials: Br (hydrobromic acid), [Na].C(#N)C(=C(SC)NC#N)C#N (2,2-dicyano-1-methylsulfanyl-vinyl-cyanamide sodium salt), ice water. Solvent: C(C)(=O)O (acetic acid). Reaction conditions: time 30 minute. The product is NC1=NC(=C(C(=N1)Br)C#N)SC (2-amino-4-bromo-6-methylsulfanyl-pyrimidine-5-carbonitrile). Isolated yield 83.0%. As a reaction SMILES: [Na].[C:2]([C:4]([C:11]#[N:12])=[C:5]([NH:8][C:9]#[N:10])[S:6][CH3:7])#[N:3].[BrH:13]>C(O)(=O)C>[NH2:10][C:9]1[N:3]=[C:2]([Br:13])[C:4]([C:11]#[N:12])=[C:5]([S:6][CH3:7])[N:8]=1 |f:0.1,^1:0|. Procedure: To a stirred suspension of 1.00 g (5.37 mmol) 2,2-dicyano-1-methylsulfanyl-vinyl-cyanamide sodium salt in 10 ml acetic acid at 5° C. was added dropwise 10 ml hydrobromic acid solution (33% in acetic acid) and the mixture was stirred at room temperature for 30 minutes. The mixture was then poured onto 100 ml ice-water added. The resulting crystals were collected by filtration and washed with water (ca 500 ml) until the washings were free of bromide ion. Chromatography (ethyl acetate/hexane 1/4) a... Starting materials: COC(=O)C=1SC(=CC1N([C@@H]1CC[C@H](CC1)N1N=NC(=C1)[Si](C)(C)C)C(=O)[C@@H]1CC[C@H](CC1)C)C1CCC(CC1)(C)C (5-(4,4-dimethyl-cyclohexyl)-3-{(trans-4-methyl-cyclohexanecarbonyl)-[trans-4-(4-trimethylsilanyl-[1,2,3]triazol-1-yl)cyclohexyl]-amino}-thiophene-2-carboxylic acid methyl ester), CCCC[N+](CCCC)(CCCC)CCCC.[F-] (TBAF), O (water), [Cl-].[NH4+] (ammonium chloride). The solvent is C1CCOC1 (THF), C1CCOC1 (THF). Conditions: time 24 hour. Yields the product COC(=O)C=1SC(=CC1N([C@@H]1CC[C@H](CC1)N1N=NC=C1)C(=O)[C@@H]1CC[C@H](CC1)C)C1CCC(CC1)(C)C (5-(4,4-Dimethyl-cyclohexyl)-3-[(trans-4-methyl-cyclohexanecarbonyl)-(trans-4-[1,2,3]triazol-1-yl-cyclohexyl)-amino]-thiophene-2-carboxylic acid methyl ester). Isolated yield 54.9%. As a reaction SMILES: [CH3:1][O:2][C:3]([C:5]1[S:6][C:7]([CH:35]2[CH2:40][CH2:39][C:38]([CH3:42])([CH3:41])[CH2:37][CH2:36]2)=[CH:8][C:9]=1[N:10]([C:26]([C@H:28]1[CH2:33][CH2:32][C@H:31]([CH3:34])[CH2:30][CH2:29]1)=[O:27])[C@H:11]1[CH2:16][CH2:15][C@H:14]([N:17]2[CH:21]=[C:20]([Si](C)(C)C)[N:19]=[N:18]2)[CH2:13][CH2:12]1)=[O:4].CCCC[N+](CCCC)(CCCC)CCCC.[F-].O.[Cl-].[NH4+]>C1COCC1>[CH3:1][O:2][C:3]([C:5]1[S:6][C:7]([CH:35]2[CH2:36][CH2:37][C:38]([CH3:41])([CH3:42])[CH2:39][CH2:40]2)=[CH:8][C:9]=1[N:10]([C:26]([C@H:28]1[CH2:33][CH2:32][C@H:31]([CH3:34])[CH2:30][CH2:29]1)=[O:27])[C@H:11]1[CH2:12][CH2:13][C@H:14]([N:17]2[CH:21]=[CH:20][N:19]=[N:18]2)[CH2:15][CH2:16]1)=[O:4] |f:1.2,4.5|. Procedure details: To a solution of 5-(4,4-dimethyl-cyclohexyl)-3-{(trans-4-methyl-cyclohexanecarbonyl)-[trans-4-(4-trimethylsilanyl-[1,2,3]triazol-1-yl)cyclohexyl]-amino}-thiophene-2-carboxylic acid methyl ester (1.1 g, 1.8 mmol) in THF (4.4 ml) was added TBAF 1.0 M in THF (0.270 ml, 2.70 mmol). The reaction mixture was stirred for 24 h and treated with water and saturated ammonium chloride solution. The aqueous layer was extracted with ethyl acetate. The organic layer was washed with brine, dried with sodium sul... RXN SMILES: [C:38](=[O:39])([O-:40])[O-:41].[CH3:46][N:47]([CH3:48])[CH:49]=[O:50].[Cl:13][CH2:14][c:15]1[cH:16][c:17]([O:18][CH2:19][c:20]2[n:21][c:22](-[c:26]3[cH:27][cH:28][cH:29][cH:30][cH:31]3)[o:23][c:24]2[CH3:25])[cH:32][c:33]([O:35][CH2:36][CH3:37])[cH:34]1.[ClH:44].[K+:42].[K+:43].[OH2:45].[SH:1][c:2]1[s:3][c:4]([CH2:8][C:9](=[O:10])[O:11][CH3:12])[c:5]([CH3:7])[n:6]1>>[S:1]([c:2]1[s:3][c:4]([CH2:8][C:9](=[O:10])[O:11][CH3:12])[c:5]([CH3:7])[n:6]1)[CH2:14][c:15]1[cH:16][c:17]([O:18][CH2:19][c:20]2[n:21][c:22](-[c:26]3[cH:27][cH:28][cH:29][cH:30][cH:31]3)[o:23][c:24]2[CH3:25])[cH:32][c:33]([O:35][CH2:36][CH3:37])[cH:34]1. Starting materials: O=C([O-])[O-], CN(C)C=O, CCOc1cc(CCl)cc(OCc2nc(-c3ccccc3)oc2C)c1, Cl, [K+], [K+], O, COC(=O)Cc1sc(S)nc1C. Yields the product CCOc1cc(CSc2nc(C)c(CC(=O)OC)s2)cc(OCc2nc(-c3ccccc3)oc2C)c1. Reactants: BrN1C(CCC1=O)=O (N-Bromosuccinimide), ClC1=NC2=CC=C(C=C2C=C1)C (2-chloro-6-methyl-quinoline). The reagents and catalysts are C(C1=CC=CC=C1)(=O)OOC(C1=CC=CC=C1)=O (benzoyl peroxide). Solvent: C(Cl)(Cl)(Cl)Cl (carbon tetrachloride). Yields the product BrCC=1C=C2C=CC(=NC2=CC1)Cl (6-Bromomethyl-2-chloro-quinoline). The yield is 50.8%. Reaction SMILES: [Br:1]N1C(=O)CCC1=O.[Cl:9][C:10]1[CH:19]=[CH:18][C:17]2[C:12](=[CH:13][CH:14]=[C:15]([CH3:20])[CH:16]=2)[N:11]=1>C(Cl)(Cl)(Cl)Cl.C(OOC(=O)C1C=CC=CC=1)(=O)C1C=CC=CC=1>[Br:1][CH2:20][C:15]1[CH:16]=[C:17]2[C:12](=[CH:13][CH:14]=1)[N:11]=[C:10]([Cl:9])[CH:19]=[CH:18]2. Procedure details: N-Bromosuccinimide (12.9 g, 72.5 mmol) and benzoyl peroxide (0.33 g, 1.30 mmol) are added to a solution of 2-chloro-6-methyl-quinoline (12.0 g, 67.5 mmol) in carbon tetrachloride (300 mL). The mixture is heated at reflux for 6 hours. At this time, the resulting mixture is cooled to room temperature, filtered, washed with CH2Cl2 and concentrated in vacuo. The crude residue is recrystallized from 50% EtOAc/hexanes to yield the title compound (8.80 g, 34.3 mmol) as a beige crystalline solid. 1H NMR... The reactants are solution, phosphonitrile chloride, C[Si](O[Si](C)(C)C)(C)C (hexamethyldisiloxane), Cl[Si](Cl)(Cl)Cl (tetrachlorosilane). The reagents and catalysts are CN(C(N(C)C)=O)C (tetramethylurea). Run in C(Cl)Cl (methylene chloride). Run at time 21 hour. Product: Cl[Si](O[Si](C)(C)C)(O[Si](C)(C)C)O[Si](C)(C)C (3-chloro-3-trimethylsiloxyhexamethyltrisiloxane). The yield is 27.0%. Reaction SMILES: C[Si](C)(C)[O:3][Si:4]([CH3:7])([CH3:6])[CH3:5].Cl[Si:11]([Cl:14])(Cl)Cl>C(Cl)Cl.CN(C)C(=O)N(C)C>[Cl:14][Si:11]([O:3][Si:4]([CH3:5])([CH3:6])[CH3:7])([O:3][Si:4]([CH3:7])([CH3:6])[CH3:5])[O:3][Si:4]([CH3:7])([CH3:6])[CH3:5]. Procedure details: About 4.6 g (0.2% by weight) of tetramethylurea and 183.4 g of a 25% solution of phosphonitrile chloride in methylene chloride are added to a mixture containing 1707 g (10.5 mol) of hexamethyldisiloxane and 595 g (3.5 mol) of tetrachlorosilane with stirring in a 4 liter multineck flask fitted with internal thermometer, stirrer and a reflux condenser. The reaction temperature is kept at 45° C. by cooling. After 21 hours, the volatile components of the reaction mixture are removed by distillation ...